describe an organic reaction: reactants, conditions, products, and yield From a dataset of the Open Reaction Database (ORD), a public repository of structured organic reaction records. The reactants are CC(C)(C)c1cc(-c2nnc(S(C)(=O)=O)s2)cc(C(C)(C)C)c1O, CC(C)O, NCCO. Product: CC(C)(C)c1cc(-c2nnc(NCCO)s2)cc(C(C)(C)C)c1O. Reaction SMILES: [CH3:1][C:2]([CH3:3])([CH3:4])[c:5]1[c:6]([OH:24])[c:7]([C:20]([CH3:21])([CH3:22])[CH3:23])[cH:8][c:9](-[c:11]2[s:12][c:13]([S:16]([CH3:17])(=[O:18])=[O:19])[n:14][n:15]2)[cH:10]1.[CH:29]([OH:30])([CH3:31])[CH3:32].[NH2:25][CH2:26][CH2:27][OH:28]>>[CH3:1][C:2]([CH3:3])([CH3:4])[c:5]1[c:6]([OH:24])[c:7]([C:20]([CH3:21])([CH3:22])[CH3:23])[cH:8][c:9](-[c:11]2[s:12][c:13]([NH:25][CH2:26][CH2:27][OH:28])[n:14][n:15]2)[cH:10]1. Reactants: CI, CC#N, COCCN(C(=O)n1ccnc1)c1ccc(F)cc1. The product is COCCN(C(=O)n1cc[n+](C)c1)c1ccc(F)cc1, [I-]. RXN SMILES: [CH3:20][I:21].[CH3:22][C:23]#[N:24].[F:1][c:2]1[cH:3][cH:4][c:5]([N:8]([C:9](=[O:10])[n:11]2[cH:12][n:13][cH:14][cH:15]2)[CH2:16][CH2:17][O:18][CH3:19])[cH:6][cH:7]1>>[F:1][c:2]1[cH:3][cH:4][c:5]([N:8]([C:9](=[O:10])[n:11]2[cH:12][n+:13]([CH3:20])[cH:14][cH:15]2)[CH2:16][CH2:17][O:18][CH3:19])[cH:6][cH:7]1.[I-:21]. The reactants are C(C)OC(=O)C=1N(C2=CC=C(C=C2C1)B1OC(C(O1)(C)C)(C)C)C1=CC=C(C=C1)OC1CCCC1 (1-(4-Cyclopentoxyphenyl)-5-(4,4,5,5-tetramethyl[1,3,2]dioxaborolan-2-yl)-1H-indole-2-carboxylic acid ethyl ester), BrC1=NC=C(C=N1)Br (2,5-Dibromopyrimidine). Yields the product C(C)OC(=O)C=1N(C2=CC=C(C=C2C1)C1=NC=C(C=N1)Br)C1=CC=C(C=C1)OC1CCCC1 (5-(5-Bromopyrimidin-2-yl)-1-(4-cyclopentoxyphenyl)-1H-indole-2-carboxylic acid ethyl ester). RXN SMILES: [CH2:1]([O:3][C:4]([C:6]1[N:7]([C:24]2[CH:29]=[CH:28][C:27]([O:30][CH:31]3[CH2:35][CH2:34][CH2:33][CH2:32]3)=[CH:26][CH:25]=2)[C:8]2[C:13]([CH:14]=1)=[CH:12][C:11](B1OC(C)(C)C(C)(C)O1)=[CH:10][CH:9]=2)=[O:5])[CH3:2].Br[C:37]1[N:42]=[CH:41][C:40]([Br:43])=[CH:39][N:38]=1>>[CH2:1]([O:3][C:4]([C:6]1[N:7]([C:24]2[CH:25]=[CH:26][C:27]([O:30][CH:31]3[CH2:35][CH2:34][CH2:33][CH2:32]3)=[CH:28][CH:29]=2)[C:8]2[C:13]([CH:14]=1)=[CH:12][C:11]([C:37]1[N:42]=[CH:41][C:40]([Br:43])=[CH:39][N:38]=1)=[CH:10][CH:9]=2)=[O:5])[CH3:2]. Procedure details: The sub-title compound was prepared in accordance with Example 8(b), from 1-(4-cyclopentoxyphenyl)-5-(4,4,5,5-tetramethyl[1,3,2]dioxaborolan-2-yl)-1H-indole-2-carboxylic acid ethyl ester (see step (d) above) and 2,5-dibromopyrimidine (see step (f) above). Reaction conditions: temperature 25 celsius, time 15 minute. Yield: 63.9%. Run in CN1C(N(CCC1)C)=O (1,3-dimethyl-3,4,5,6-tetrahydro-2(1H)-pyrimidinone), O1CCCC1.CN1C(N(CCC1)C)=O (tetrahydrofuran 1,3-dimethyl-3,4,5,6-tetrahydro-2(1H)-pyrimidinone). The reactants are ICC1CCCC1 (iodomethylcyclopentane), C(C)(C)[N-]C(C)C.[Li+] (lithium diisopropylamide), COC=1C=C(C=CC1OC)CC(=O)O ((3,4-dimethoxy-phenyl)-acetic acid). RXN SMILES: C([N-]C(C)C)(C)C.[Li+].[CH3:9][O:10][C:11]1[CH:12]=[C:13]([CH2:19][C:20]([OH:22])=[O:21])[CH:14]=[CH:15][C:16]=1[O:17][CH3:18].I[CH2:24][CH:25]1[CH2:29][CH2:28][CH2:27][CH2:26]1>O1CCCC1.CN1CCCN(C)C1=O.CN1CCCN(C)C1=O>[CH:25]1([CH2:24][CH:19]([C:13]2[CH:14]=[CH:15][C:16]([O:17][CH3:18])=[C:11]([O:10][CH3:9])[CH:12]=2)[C:20]([OH:22])=[O:21])[CH2:29][CH2:28][CH2:27][CH2:26]1 |f:0.1,4.5|. Procedure details: A solution of freshly prepared lithium diisopropylamide (58.5 mL of a 0.91M stock solution, 53.2 mmol) cooled to −78° C. was treated with (3,4-dimethoxy-phenyl)-acetic acid (4.97 g, 25.3 mmol) in tetrahydrofuran/1,3-dimethyl-3,4,5,6-tetrahydro-2(1H)-pyrimidinone (25.3 mL, 3:1). The resulting solution was stirred at −78° C. for 45 min and at 25° C. for 15 min. At this time, the reaction was cooled to 0° C. and was treated with a solution of iodomethylcyclopentane (5.87 g, 27.8 mmol) in 1,3-dimeth... Yields the product hexanes ethyl acetate, C1(CCCC1)CC(C(=O)O)C1=CC(=C(C=C1)OC)OC (3-cyclopentyl-2-(3,4-dimethoxy-phenyl)-propionic acid).